Dataset: the Open Reaction Database (ORD), a public repository of structured organic reaction records. Task: describe an organic reaction: reactants, conditions, products, and yield Reactants: COC1=C(C=O)C=C(C(=C1)OC)OC (2,4,5-trimethoxybenzaldehyde), N1C(=O)NC(=O)C1 (hydantoin), C(O)CN (Monoethanolamine). Run in O (water). The product is COC1=C(C=C2C(NC(N2)=O)=O)C=C(C(=C1)OC)OC (5-(2',4',5'-Trimethoxybenzal) hydantoin). Isolated yield 93.2%. RXN SMILES: [CH3:1][O:2][C:3]1[CH:10]=[C:9]([O:11][CH3:12])[C:8]([O:13][CH3:14])=[CH:7][C:4]=1[CH:5]=O.[NH:15]1[CH2:21][C:19](=[O:20])[NH:18][C:16]1=[O:17].C(CN)O>O>[CH3:1][O:2][C:3]1[CH:10]=[C:9]([O:11][CH3:12])[C:8]([O:13][CH3:14])=[CH:7][C:4]=1[CH:5]=[C:21]1[NH:15][C:16](=[O:17])[NH:18][C:19]1=[O:20]. Procedure: A mixture of 2,4,5-trimethoxybenzaldehyde (2.503 g.) and hydantoin (1.275 g., 1 molar ratio) in water (15 ml) was heated to 70°. Monoethanolamine (1.17 g.) was added and the suspension was stirred and heated at 90°-92° (bath temperature) for 4 hours. Isolation in the usual manner gave the title compound as a yellow solid (3.305 g.), m.p. 276°-277° decomp. Crystallization from dioxane did not raise the melting point. The solvent is C(=O)O (formic acid). The yield is 85.8%. Reported procedure: 0.171 mmol tert-butyl-7-(1-cyano-2-phenylethyl)-3,4-dihydroisoquinoline-2(1H)-carboxylate were dissolved in 1.3 ml formic acid and stirred at room temperature for 1 h. After addition of saturated NaHCO3 solution the mixture was extracted with EtOAc. The combined organic layers were dried over MgSO4 and filtered. Evaporation of the solvent gave 38.5 mg of solid material (86%). The reactants are C(C)(C)(C)OC(=O)N1CC2=CC(=CC=C2CC1)C(CC1=CC=CC=C1)C#N (tert-butyl-7-(1-cyano-2-phenylethyl)-3,4-dihydroisoquinoline-2(1H)-carboxylate), C(=O)(O)[O-].[Na+] (NaHCO3). As a reaction SMILES: C(OC([N:8]1[CH2:17][CH2:16][C:15]2[C:10](=[CH:11][C:12]([CH:18]([C:26]#[N:27])[CH2:19][C:20]3[CH:25]=[CH:24][CH:23]=[CH:22][CH:21]=3)=[CH:13][CH:14]=2)[CH2:9]1)=O)(C)(C)C.C([O-])(O)=O.[Na+]>C(O)=O>[C:20]1([CH2:19][CH:18]([C:12]2[CH:11]=[C:10]3[C:15]([CH2:16][CH2:17][NH:8][CH2:9]3)=[CH:14][CH:13]=2)[C:26]#[N:27])[CH:25]=[CH:24][CH:23]=[CH:22][CH:21]=1 |f:1.2|. Run at time 1 hour. The product is C1(=CC=CC=C1)CC(C#N)C1=CC=C2CCNCC2=C1 (3-Phenyl-2-(1,2,3,4-tetrahydroisoquinolin-7-yl)propanenitrile). The reactants are OC(C(CC1=CC(=CC=C1)OC(C(F)F)(F)F)NC(=O)C=1C=CC=C2C1C=CCCC2)C2=CC=C(C=C2)O (N-{(1RS,2SR)-2-hydroxy-2-(4-hydroxyphenyl)-1-[3-(1,1,2,2-tetrafluoroethoxy)benzyl]ethyl}-6,7-dihydro-5H-benzo[a][7]annulene-1-carboxamide), C([O-])([O-])=O.[K+].[K+] (potassium carbonate), CI (methyl iodide). The solvent is CN(C=O)C (N,N-dimethylformamide), O (water). Conditions: time 8 hour. Product: OC(C(CC1=CC(=CC=C1)OC(C(F)F)(F)F)NC(=O)C=1C=CC=C2C1C=CCCC2)C2=CC=C(C=C2)OC (N-{(1RS,2SR)-2-hydroxy-2-(4-methoxyphenyl)-1-[3-(1,1,2,2-tetrafluoroethoxy)benzyl]ethyl}-6,7-dihydro-5H-benzo[a][7]annulene-1-carboxamide). As a reaction SMILES: [OH:1][CH:2]([C:32]1[CH:37]=[CH:36][C:35]([OH:38])=[CH:34][CH:33]=1)[CH:3]([NH:18][C:19]([C:21]1[CH:22]=[CH:23][CH:24]=[C:25]2[CH2:31][CH2:30][CH2:29][CH:28]=[CH:27][C:26]=12)=[O:20])[CH2:4][C:5]1[CH:10]=[CH:9][CH:8]=[C:7]([O:11][C:12]([F:17])([F:16])[CH:13]([F:15])[F:14])[CH:6]=1.[C:39](=O)([O-])[O-].[K+].[K+].CI>CN(C)C=O.O>[OH:1][CH:2]([C:32]1[CH:37]=[CH:36][C:35]([O:38][CH3:39])=[CH:34][CH:33]=1)[CH:3]([NH:18][C:19]([C:21]1[CH:22]=[CH:23][CH:24]=[C:25]2[CH2:31][CH2:30][CH2:29][CH:28]=[CH:27][C:26]=12)=[O:20])[CH2:4][C:5]1[CH:10]=[CH:9][CH:8]=[C:7]([O:11][C:12]([F:16])([F:17])[CH:13]([F:15])[F:14])[CH:6]=1 |f:1.2.3|. Procedure details: To a solution of N-{(1RS,2SR)-2-hydroxy-2-(4-hydroxyphenyl)-1-[3-(1,1,2,2-tetrafluoroethoxy)benzyl]ethyl}-6,7-dihydro-5H-benzo[a][7]annulene-1-carboxamide (400 mg, 0.755 mmol) in N,N-dimethylformamide (15 ml) were added potassium carbonate (313 mg, 2.27 mmol) and methyl iodide (2 ml), and the mixture was stirred overnight at room temperature. The reaction solution was diluted with water (100 ml) and extracted with ethyl acetate (100 ml×2). The extract was washed successively with water and satur... Starting materials: C(C)(=O)O (acetic acid), O (water), CC1=C(C=CC=2C1=NSN2)[N+](=O)[O-] (4-Methyl-5-nitro-benzo[1,2,5]thiadiazole). Reagents/catalysts: [Fe] (iron). Solvent: C1CCOC1 (THF). Run at temperature 80 celsius. The product is CC1=C(C=CC=2C1=NSN2)N (4-Methyl-benzo[1,2,5]thiadiazol-5-ylamine). Yield: 92.7%. As a reaction SMILES: [CH3:1][C:2]1[C:7]2=[N:8][S:9][N:10]=[C:6]2[CH:5]=[CH:4][C:3]=1[N+:11]([O-])=O.C(O)(=O)C.O>C1COCC1.[Fe]>[CH3:1][C:2]1[C:7]2=[N:8][S:9][N:10]=[C:6]2[CH:5]=[CH:4][C:3]=1[NH2:11]. Procedure details: 4-Methyl-5-nitro-benzo[1,2,5]thiadiazole (1.4 g, 7.18 mmol) was dissolved in THF (10 mL), acetic acid (1 mL) and water (21 mL) and iron powder (1.4 g, 25.0 mmol, 325 Mesh) was added. The reaction mixture was heated at 80° C. for 1.5 h, cooled to rt and filtered though celite to remove the iron powder. The solution was extracted with CHCl3 (2×250 mL). The combined organic layers were washed with brine, dried over Na2SO4 and concentrated in vacuo to give compound 839C (1.1 g) as a light brown soli... Starting materials: C1CCOC1, [Na+], COC(=O)C(NS(=O)(=O)c1ccc(-c2cccc(CNC(=O)c3nc4ccccc4c(=O)[nH]3)c2)cc1)C(C)C, [OH-]. RXN SMILES: [CH2:42]1[O:43][CH2:44][CH2:45][CH2:46]1.[Na+:41].[O:1]=[c:2]1[nH:3][c:4]([C:12](=[O:13])[NH:14][CH2:15][c:16]2[cH:17][c:18](-[c:22]3[cH:23][cH:24][c:25]([S:28](=[O:29])(=[O:30])[NH:31][CH:32]([CH:33]([CH3:34])[CH3:35])[C:36](=[O:37])[O:38][CH3:39])[cH:26][cH:27]3)[cH:19][cH:20][cH:21]2)[n:5][c:6]2[cH:7][cH:8][cH:9][cH:10][c:11]12.[OH-:40]>>[O:1]=[c:2]1[nH:3][c:4]([C:12](=[O:13])[NH:14][CH2:15][c:16]2[cH:17][c:18](-[c:22]3[cH:23][cH:24][c:25]([S:28](=[O:29])(=[O:30])[NH:31][CH:32]([CH:33]([CH3:34])[CH3:35])[C:36](=[O:37])[OH:38])[cH:26][cH:27]3)[cH:19][cH:20][cH:21]2)[n:5][c:6]2[cH:7][cH:8][cH:9][cH:10][c:11]12. The product is CC(C)C(NS(=O)(=O)c1ccc(-c2cccc(CNC(=O)c3nc4ccccc4c(=O)[nH]3)c2)cc1)C(=O)O. Reactants: SCCNCc1ccccc1, CSC(=C[N+](=O)[O-])SC, CCO. The product is O=[N+]([O-])C=C1SCCN1Cc1ccccc1. As a reaction SMILES: [CH2:1]([c:2]1[cH:3][cH:4][cH:5][cH:6][cH:7]1)[NH:8][CH2:9][CH2:10][SH:11].[CH3:12][S:13][C:14](=[CH:15][N+:16](=[O:17])[O-:18])[S:19][CH3:20].[CH3:21][CH2:22][OH:23]>>[CH2:1]([c:2]1[cH:3][cH:4][cH:5][cH:6][cH:7]1)[N:8]1[CH2:9][CH2:10][S:11][C:14]1=[CH:15][N+:16](=[O:17])[O-:18]. The reactants are COC(=O)COc1cc2c(cn1)-c1nc(-c3ncnn3C(C)C)cn1CCO2, CO, N. Product: CC(C)n1ncnc1-c1cn2c(n1)-c1cnc(OCC(N)=O)cc1OCC2. RXN SMILES: [CH3:1][O:2][C:3]([CH2:4][O:5][c:6]1[cH:7][c:8]2[c:9]([cH:26][n:27]1)-[c:10]1[n:11][c:12](-[c:18]3[n:19]([CH:23]([CH3:24])[CH3:25])[n:20][cH:21][n:22]3)[cH:13][n:14]1[CH2:15][CH2:16][O:17]2)=[O:28].[CH3:30][OH:31].[NH3:29]>>[O:2]=[C:3]([CH2:4][O:5][c:6]1[cH:7][c:8]2[c:9]([cH:26][n:27]1)-[c:10]1[n:11][c:12](-[c:18]3[n:19]([CH:23]([CH3:24])[CH3:25])[n:20][cH:21][n:22]3)[cH:13][n:14]1[CH2:15][CH2:16][O:17]2)[NH2:29].